This data is from the Open Reaction Database (ORD), a public repository of structured organic reaction records. The task is: describe an organic reaction: reactants, conditions, products, and yield Starting materials: C([N+](CC)=S(F)F)C.F[B-](F)(F)F, C1[C@H]([C@H]2[C@@H]([C@@]1(COC(=O)C)O)OC(O2)(C)C)N1C(c2c(C1=O)cccc2)=O. The reagents and catalysts are c1ccc(cc1)-c2c3ccccc3cc4ccccc24 (9-Phenylanthracene). The solvent is C1CCOC1 (THF). Reaction conditions: temperature 25 celsius, time 18 hour. Yields the product CC(=O)OC[C@@]1(F)C[C@H]([C@@H]2OC(C)(C)O[C@H]12)N3C(=O)c4ccccc4C3=O. As a reaction SMILES: CC[N+](CC)=S(F)[F:1].F[B-](F)(F)F.[CH3:2][C:3]([O:5][CH2:6][C@:7]1([C@H:16]([C@@H:10]2[C@H:9]([N:17]3[C:26](=[O:27])[c:25]([c:20]4[C:18]3=[O:19])[cH:24][cH:23][cH:22][cH:21]4)[CH2:8]1)[O:15][C:12]([CH3:14])([CH3:13])[O:11]2)O)=[O:4]>>[CH3:2][C:3]([O:5][CH2:6][C@@:7]1([C@H:16]([C@@H:10]2[C@H:9]([N:17]3[C:26](=[O:27])[c:25]([c:20]4[C:18]3=[O:19])[cH:24][cH:23][cH:22][cH:21]4)[CH2:8]1)[O:15][C:12]([CH3:14])([CH3:13])[O:11]2)[F:1])=[O:4]. The reactants are C([O-])(O)=O.[Na+] (sodium bicarbonate), crude compound, C1(CCCC1)N1[C@@H](C(N(C=2C=NC(=NC12)NC=1C=CC(=C2CCOC21)C(=O)NCC2CNCCO2)C)=O)CC (7-[[(7R)-8-cyclopentyl-7-ethyl-5-methyl-6-oxo-7H-pteridin-2-yl]amino]-N-(morpholin-2-ylmethyl)-2,3-dihydrobenzofuran-4-carboxamide), C=O (formaldehyde), C(C)(=O)O[BH-](OC(C)=O)OC(C)=O.[Na+] (sodium triacetoxyborohydride). The solvent is mixture, C(C)#N (acetonitrile), O (water). Run at temperature 0 celsius, time 2 hour. The product is C1(CCCC1)N1[C@@H](C(N(C=2C=NC(=NC12)NC=1C=CC(=C2CCOC21)C(=O)NCC2CN(CCO2)C)C)=O)CC (7-[[(7R)-8-cyclopentyl-7-ethyl-5-methyl-6-oxo-7H-pteridin-2-yl]amino]-N-[(4-methylmorpholin-2-yl)methyl]-2,3-dihydrobenzofuran-4-carboxamide). Isolated yield 37.6%. Reaction SMILES: [CH:1]1([N:6]2[C:15]3[N:14]=[C:13]([NH:16][C:17]4[CH:18]=[CH:19][C:20]([C:26]([NH:28][CH2:29][CH:30]5[O:35][CH2:34][CH2:33][NH:32][CH2:31]5)=[O:27])=[C:21]5[C:25]=4[O:24][CH2:23][CH2:22]5)[N:12]=[CH:11][C:10]=3[N:9]([CH3:36])[C:8](=[O:37])[C@H:7]2[CH2:38][CH3:39])[CH2:5][CH2:4][CH2:3][CH2:2]1.C=O.[C:42](O[BH-](OC(=O)C)OC(=O)C)(=O)C.[Na+].C(=O)(O)[O-].[Na+]>C(#N)C.O>[CH:1]1([N:6]2[C:15]3[N:14]=[C:13]([NH:16][C:17]4[CH:18]=[CH:19][C:20]([C:26]([NH:28][CH2:29][CH:30]5[O:35][CH2:34][CH2:33][N:32]([CH3:42])[CH2:31]5)=[O:27])=[C:21]5[C:25]=4[O:24][CH2:23][CH2:22]5)[N:12]=[CH:11][C:10]=3[N:9]([CH3:36])[C:8](=[O:37])[C@H:7]2[CH2:38][CH3:39])[CH2:2][CH2:3][CH2:4][CH2:5]1 |f:2.3,4.5|. Procedure details: The crude compound 7-[[(7R)-8-cyclopentyl-7-ethyl-5-methyl-6-oxo-7H-pteridin-2-yl]amino]-N-(morpholin-2-ylmethyl)-2,3-dihydrobenzofuran-4-carboxamide 2f (163 mg, 0.30 mmol) was dissolved in 60 mL of the mixture solvent of acetonitrile and water (V/V=1:1) in an ice-water bath, the reaction solution was cooled down to 0° C. followed by the addition of formaldehyde (18 mg, 0.60 mmol) and sodium triacetoxyborohydride (191 mg, 0.90 mmol), warmed up slowly to room temperature and stirred for 2 hours. ... Reactants: title intermediate, BrC=1SC=CC1C (2-bromo-3-methyl-thiophene), COC1=NC=C(C=C1)B(O)O (2-methoxy-5-pyridineboronic acid). Product: COC1=NC=C(C=C1)C=1SC=CC1C (2-Methoxy-5-(3-methyl-thiophen-2-yl)-pyridine). RXN SMILES: Br[C:2]1[S:3][CH:4]=[CH:5][C:6]=1[CH3:7].[CH3:8][O:9][C:10]1[CH:15]=[CH:14][C:13](B(O)O)=[CH:12][N:11]=1>>[CH3:8][O:9][C:10]1[CH:15]=[CH:14][C:13]([C:2]2[S:3][CH:4]=[CH:5][C:6]=2[CH3:7])=[CH:12][N:11]=1. Reported procedure: The title intermediate, MS: m/e 206.1 (MH+), was prepared analogously to Example 52 from 2-bromo-3-methyl-thiophene and 2-methoxy-5-pyridineboronic acid. The reactants are FC1=CC=C(CS)C=C1 (4-fluorobenzylmercaptan), COC1=CC=C(C=C1)C1=CC=C(C=C1)S(=O)(=O)NC(C(=O)OC)CC1CO1 (methyl 2-[(4′-methoxy[1,1′-biphenyl]-4-yl)sulfonyl]amino-4,5-epoxypentanoate), compound 20. The product is COC1=CC=C(C=C1)C1=CC=C(C=C1)S(=O)(=O)NC(C(=O)O)CC(CSCC1=CC=C(C=C1)F)O (2-[(4′-Methoxy[1,1′-biphenyl]-4-yl)sulfonyl]amino-4-hydroxy-5-[[(4-fluorophenyl)methyl]thio]-pentanoic acid). As a reaction SMILES: [F:1][C:2]1[CH:9]=[CH:8][C:5]([CH2:6][SH:7])=[CH:4][CH:3]=1.[CH3:10][O:11][C:12]1[CH:17]=[CH:16][C:15]([C:18]2[CH:23]=[CH:22][C:21]([S:24]([NH:27][CH:28]([CH2:33][CH:34]3[O:36][CH2:35]3)[C:29]([O:31]C)=[O:30])(=[O:26])=[O:25])=[CH:20][CH:19]=2)=[CH:14][CH:13]=1>>[CH3:10][O:11][C:12]1[CH:13]=[CH:14][C:15]([C:18]2[CH:19]=[CH:20][C:21]([S:24]([NH:27][CH:28]([CH2:33][CH:34]([OH:36])[CH2:35][S:7][CH2:6][C:5]3[CH:8]=[CH:9][C:2]([F:1])=[CH:3][CH:4]=3)[C:29]([OH:31])=[O:30])(=[O:25])=[O:26])=[CH:22][CH:23]=2)=[CH:16][CH:17]=1. Procedure details: Example 51 is prepared from 4-fluorobenzylmercaptan and 1d using the procedure described for compound 20. The product is C1=CCC(CCn2ccnc2)CC1. Starting materials: CC(C)(C)[O-], CCCCO, ClCCC1CC=CCC1, [K+], c1c[nH]cn1. RXN SMILES: [CH3:10][C:11]([CH3:12])([O-:13])[CH3:14].[CH3:21][CH2:22][CH2:23][CH2:24][OH:25].[Cl:1][CH2:2][CH2:3][CH:4]1[CH2:5][CH:6]=[CH:7][CH2:8][CH2:9]1.[K+:15].[nH:16]1[cH:17][n:18][cH:19][cH:20]1>>[CH2:2]([CH2:3][CH:4]1[CH2:5][CH:6]=[CH:7][CH2:8][CH2:9]1)[n:16]1[cH:17][n:18][cH:19][cH:20]1. The reactants are CCO, C[Si](C)(C)CCOCn1c(-c2ccc(F)cc2)cnc1CN(CCCCN1C(=O)c2ccccc2C1=O)C1CCCc2cccnc21, NN, O. Yields the product C[Si](C)(C)CCOCn1c(-c2ccc(F)cc2)cnc1CN(CCCCN)C1CCCc2cccnc21. As a reaction SMILES: [CH3:51][CH2:52][OH:53].[F:1][c:2]1[cH:3][cH:4][c:5](-[c:8]2[cH:9][n:10][c:11]([CH2:21][N:22]([CH2:23][CH2:24][CH2:25][CH2:26][N:27]3[C:28](=[O:29])[c:30]4[c:31]([cH:32][cH:33][cH:34][cH:35]4)[C:36]3=[O:37])[CH:38]3[CH2:39][CH2:40][CH2:41][c:42]4[cH:43][cH:44][cH:45][n:46][c:47]43)[n:12]2[CH2:13][O:14][CH2:15][CH2:16][Si:17]([CH3:18])([CH3:19])[CH3:20])[cH:6][cH:7]1.[NH2:49][NH2:50].[OH2:48]>>[F:1][c:2]1[cH:3][cH:4][c:5](-[c:8]2[cH:9][n:10][c:11]([CH2:21][N:22]([CH2:23][CH2:24][CH2:25][CH2:26][NH2:27])[CH:38]3[CH2:39][CH2:40][CH2:41][c:42]4[cH:43][cH:44][cH:45][n:46][c:47]43)[n:12]2[CH2:13][O:14][CH2:15][CH2:16][Si:17]([CH3:18])([CH3:19])[CH3:20])[cH:6][cH:7]1. The reactants are [F-].[K+] (KF), ClC1=CC=C(C#N)C=C1 (4-Chlorobenzonitrile), COC1=CC=C(C=C1)B(O)O (p-methoxyphenylboronic acid), Pd(OAc)2 Ph5FcP(t-Bu)2. Solvent: C1CCOC1 (THF). Product: COC1=CC=C(C=C1)C1=CC=C(C#N)C=C1 (4-(4-methoxyphenyl)benzonitrile). Yield: 92.3%. As a reaction SMILES: Cl[C:2]1[CH:9]=[CH:8][C:5]([C:6]#[N:7])=[CH:4][CH:3]=1.[CH3:10][O:11][C:12]1[CH:17]=[CH:16][C:15](B(O)O)=[CH:14][CH:13]=1.[F-].[K+]>C1COCC1>[CH3:10][O:11][C:12]1[CH:17]=[CH:16][C:15]([C:2]2[CH:9]=[CH:8][C:5]([C:6]#[N:7])=[CH:4][CH:3]=2)=[CH:14][CH:13]=1 |f:2.3|. Reported procedure: 4-Chlorobenzonitrile (140 mg, 1.02 mmol) reacted with p-methoxyphenylboronic acid (200 mg, 1.32 mmol) using 1/2 mol % of Pd(OAc)2/Ph5FcP(t-Bu)2 and KF (182 mg, 3.00 mmol) in THF solvent to give the title compound (197 mg, 94%) as white solid after recrystallization from hexane: 1H-NMR (400 MHz, CDCl3): δ 7.70 (d, 2H, J=8.41 Hz), 7.65 (d, 2H, J=8.40 Hz), 7.55 (d, 2H, J=8.80 Hz), 7.02 (d, 2H, J=8.79 Hz), 3.88 (s, 3H). 13C{1H}-NMR (125 MHz, CDCl3): δ 160.18, 145.17, 132.52, 131.45, 128.31, 127.06, ...